From a dataset of the Open Reaction Database (ORD), a public repository of structured organic reaction records. describe an organic reaction: reactants, conditions, products, and yield Starting materials: C(C)(C)C1=CC=C(C=C1)CCCC(=O)O (4-(4-isopropylphenyl)butanoic acid). The reagents and catalysts are O=[Pt]=O (PtO2). Run in C(C)(=O)O (acetic acid). Conditions: time 6 hour. Yields the product C(C)(C)C1CCC(CC1)CCCC(=O)O (4-(4-isopropylcyclohexyl)butanoic acid). Isolated yield 107.9%. As a reaction SMILES: [CH:1]([C:4]1[CH:9]=[CH:8][C:7]([CH2:10][CH2:11][CH2:12][C:13]([OH:15])=[O:14])=[CH:6][CH:5]=1)([CH3:3])[CH3:2]>C(O)(=O)C.O=[Pt]=O>[CH:1]([CH:4]1[CH2:9][CH2:8][CH:7]([CH2:10][CH2:11][CH2:12][C:13]([OH:15])=[O:14])[CH2:6][CH2:5]1)([CH3:3])[CH3:2]. Reported procedure: A suspension of compound 77 (1.0 g, 4.8 mmol) and 0.1 g of PtO2 in 50 mL of acetic acid was stirred under a H2 atmosphere (50 psi) at ambient temperature for 6 hours. After filtering and evaporating off the solvent, 1.1 g crude product was obtained. The compound was used directly in the next step without further purification. LC-MS m/z 211 (M−H+). Reactants: BrCCCCCBr, O=C([O-])[O-], CN(C)C=O, Nc1ccc(C(F)(F)F)c2ccccc12, [I-], [K+], [K+], [Na+], O. The product is FC(F)(F)c1ccc(N2CCCCC2)c2ccccc12. As a reaction SMILES: [Br:16][CH2:17][CH2:18][CH2:19][CH2:20][CH2:21][Br:22].[C:23](=[O:24])([O-:25])[O-:26].[CH3:32][N:33]([CH3:34])[CH:35]=[O:36].[F:1][C:2]([c:3]1[cH:4][cH:5][c:6]([NH2:13])[c:7]2[cH:8][cH:9][cH:10][cH:11][c:12]12)([F:14])[F:15].[I-:30].[K+:27].[K+:28].[Na+:29].[OH2:31]>>[F:1][C:2]([c:3]1[cH:4][cH:5][c:6]([N:13]2[CH2:17][CH2:18][CH2:19][CH2:20][CH2:21]2)[c:7]2[cH:8][cH:9][cH:10][cH:11][c:12]12)([F:14])[F:15]. Starting materials: CCCc1cc(C(OCOC)(C(F)(F)F)C(F)(F)F)ccc1Oc1ccc(N)c(C)c1, CC#N, [I-], [K+], O=N[O-], [Na+], [Na+], [Na+], O, O=S([O-])([O-])=S, Cc1ccc(S(=O)(=O)O)cc1. The product is CCCc1cc(C(OCOC)(C(F)(F)F)C(F)(F)F)ccc1Oc1ccc(I)c(C)c1. RXN SMILES: [CH3:1][c:2]1[c:3]([NH2:31])[cH:4][cH:5][c:6]([O:8][c:9]2[c:10]([CH2:28][CH2:29][CH3:30])[cH:11][c:12]([C:15]([C:16]([F:17])([F:18])[F:19])([C:20]([F:21])([F:22])[F:23])[O:24][CH2:25][O:26][CH3:27])[cH:13][cH:14]2)[cH:7]1.[CH3:57][C:58]#[N:59].[I-:49].[K+:48].[N:44]([O-:45])=[O:46].[Na+:47].[Na+:55].[Na+:56].[OH2:32].[S:50]([O-:51])([O-:52])(=[O:53])=[S:54].[c:33]1([CH3:34])[cH:35][cH:36][c:37]([S:38]([OH:39])(=[O:40])=[O:41])[cH:42][cH:43]1>>[CH3:1][c:2]1[c:3]([I:49])[cH:4][cH:5][c:6]([O:8][c:9]2[c:10]([CH2:28][CH2:29][CH3:30])[cH:11][c:12]([C:15]([C:16]([F:17])([F:18])[F:19])([C:20]([F:21])([F:22])[F:23])[O:24][CH2:25][O:26][CH3:27])[cH:13][cH:14]2)[cH:7]1. The reactants are [H-].C(C)(C)(C)O[Al](OC(C)(C)C)OC(C)(C)C.[Li+] (lithium tri-t-butoxyaluminum hydride), [H-].C(C)(C)(C)O[Al](OC(C)(C)C)OC(C)(C)C.[Li+] (lithium tri-t-butoxyaluminum hydride), C(=O)(OC)CCCCCCC1C(CC(C1C#N)O)=O (2-(6'-carbomethoxyhexyl)-3-cyano-4-hydroxy-cyclopentanone), CC(=O)C (acetone), S(=O)(=O)([O-])[O-].[NH4+].[NH4+] (ammonium sulfate). The solvent is O1CCCC1 (tetrahydrofuran). Reaction conditions: time 0.5 hour. Yields the product C(=O)(OC)CCCCCCC1C(CC(C1C#N)O)O (2-(6'-carbomethoxyhexyl)-3-cyano-cyclopentane-1,4-diol). Yield: 79.4%. RXN SMILES: [H-].C(O[Al](OC(C)(C)C)OC(C)(C)C)(C)(C)C.[Li+].[C:19]([CH2:23][CH2:24][CH2:25][CH2:26][CH2:27][CH2:28][CH:29]1[CH:33]([C:34]#[N:35])[CH:32]([OH:36])[CH2:31][C:30]1=[O:37])([O:21][CH3:22])=[O:20].CC(C)=O.S([O-])([O-])(=O)=O.[NH4+].[NH4+]>O1CCCC1>[C:19]([CH2:23][CH2:24][CH2:25][CH2:26][CH2:27][CH2:28][CH:29]1[CH:33]([C:34]#[N:35])[CH:32]([OH:36])[CH2:31][CH:30]1[OH:37])([O:21][CH3:22])=[O:20] |f:0.1.2,5.6.7|. Procedure: Into a suspension of 8 g of lithium tri-t-butoxyaluminum hydride in 90 ml of absolute tetrahydrofuran was added dropwise 4.0 g of 2-(6'-carbomethoxyhexyl)-3-cyano-4-hydroxy-cyclopentanone under ice-cooling. The obtained mixture remained under ice-cooling for 1.5 hours and then at room temperature for 0.5 hours. After cooling, acetone and an aqueous solution saturated with ammonium sulfate were added to the reaction mixture to decompose the excess lithium tri-t-butoxyaluminum hydride and the comp...